This data is from the Open Reaction Database (ORD), a public repository of structured organic reaction records. The task is: describe an organic reaction: reactants, conditions, products, and yield Starting materials: [Al+3], COc1ccc(CCOCC(=O)O)cc1, [H-], [H-], [H-], [H-], [Li+]. Product: COc1ccc(CCOCCO)cc1. Reaction SMILES: [Al+3:17].[CH3:1][O:2][c:3]1[cH:4][cH:5][c:6]([CH2:9][CH2:10][O:11][CH2:12][C:13](=[O:14])[OH:15])[cH:7][cH:8]1.[H-:16].[H-:19].[H-:20].[H-:21].[Li+:18]>>[CH3:1][O:2][c:3]1[cH:4][cH:5][c:6]([CH2:9][CH2:10][O:11][CH2:12][CH2:13][OH:14])[cH:7][cH:8]1. Starting materials: B, CN1CCN(C)C1=O, CO, Cl, C1CCOC1, C1CCOC1, O=C(NCCc1ccc([N+](=O)[O-])cc1)C(O)c1ccccc1. The product is Cl, O=[N+]([O-])c1ccc(CCNCC(O)c2ccccc2)cc1. As a reaction SMILES: [BH3:36].[CH3:23][N:24]1[CH2:25][CH2:26][N:27]([CH3:28])[C:29]1=[O:30].[CH3:38][OH:39].[ClH:37].[O:31]1[CH2:32][CH2:33][CH2:34][CH2:35]1.[O:40]1[CH2:41][CH2:42][CH2:43][CH2:44]1.[OH:1][CH:2]([C:3](=[O:4])[NH:5][CH2:6][CH2:7][c:8]1[cH:9][cH:10][c:11]([N+:14](=[O:15])[O-:16])[cH:12][cH:13]1)[c:17]1[cH:18][cH:19][cH:20][cH:21][cH:22]1>>[ClH:37].[OH:1][CH:2]([CH2:3][NH:5][CH2:6][CH2:7][c:8]1[cH:9][cH:10][c:11]([N+:14](=[O:15])[O-:16])[cH:12][cH:13]1)[c:17]1[cH:18][cH:19][cH:20][cH:21][cH:22]1.